Task: describe an organic reaction: reactants, conditions, products, and yield. Dataset: the Open Reaction Database (ORD), a public repository of structured organic reaction records Starting materials: C(C)(C)(C)N (tert-Butylamine), C(C)OC(=O)CS(=O)(=O)Cl ((ethoxycarbonyl)methanesulfonyl chloride). Solvent: C1CCOC1 (THF), C1CCOC1 (THF). Conditions: temperature -20 celsius, time 24 hour. Yields the product C(C)OC(CS(NC(C)(C)C)(=O)=O)=O (ethyl-2-(N-tert-butylsulfamoyl)acetate). The yield is 43.0%. RXN SMILES: [C:1]([NH2:5])([CH3:4])([CH3:3])[CH3:2].[CH2:6]([O:8][C:9]([CH2:11][S:12](Cl)(=[O:14])=[O:13])=[O:10])[CH3:7]>C1COCC1>[CH2:6]([O:8][C:9](=[O:10])[CH2:11][S:12](=[O:14])(=[O:13])[NH:5][C:1]([CH3:4])([CH3:3])[CH3:2])[CH3:7]. Reported procedure: tert-Butylamine (7.9 mL, 75 mmol.) was dissolved in 50 mL of THF. The solution was cooled to −20° C. and (ethoxycarbonyl)methanesulfonyl chloride dissolved in 10 mL of THF was added slowly. The reaction mixture was allowed to warm to room temperature and stirred for 24 h. The mixture was filtered, and the filtrate concentrated in vacuo. The residue was purified by column chromatography (PE/EtOAc; 2:1) to afford ethyl-2-(N-tert-butylsulfamoyl)acetate (4.1 g, 43%). The reactants are C=O (Formaldehyde), FC(C=1C=C(C=CC1)S(=O)(=O)N1CCC(CC1)ON)(F)F (O-(1-(3-(trifluoromethyl)phenylsulfonyl)piperidin-4-yl) hydroxylamine), C(C)(=O)O[BH-](OC(C)=O)OC(C)=O.[Na+] (Sodium triacetoxyborohydride). The solvent is C(C)(=O)OCC (ethyl acetate), ClCCCl (1,2-dichlorethane). Conditions: time 3 hour. Yields the product CNOC1CCN(CC1)S(=O)(=O)C1=CC(=CC=C1)C(F)(F)F (N-methyl-O-(1-(3-(trifluoromethyl)phenylsulfonyl)piperidin-4-yl)hydroxylamine). Yield: 60.0%. RXN SMILES: C=O.[F:3][C:4]([F:23])([F:22])[C:5]1[CH:6]=[C:7]([S:11]([N:14]2[CH2:19][CH2:18][CH:17]([O:20][NH2:21])[CH2:16][CH2:15]2)(=[O:13])=[O:12])[CH:8]=[CH:9][CH:10]=1.[C:24](O[BH-](OC(=O)C)OC(=O)C)(=O)C.[Na+]>ClCCCl.C(OCC)(=O)C>[CH3:24][NH:21][O:20][CH:17]1[CH2:16][CH2:15][N:14]([S:11]([C:7]2[CH:8]=[CH:9][CH:10]=[C:5]([C:4]([F:3])([F:22])[F:23])[CH:6]=2)(=[O:13])=[O:12])[CH2:19][CH2:18]1 |f:2.3|. Procedure details: Formaldehyde (166 mg, 5.55 mmol) was added to a solution of O-(1-(3-(trifluoromethyl)phenylsulfonyl)piperidin-4-yl) hydroxylamine (200 mg, 0.617 mmol) in 1,2-dichlorethane (5 ml) and stirred at room temperature for 3 hours. Sodium triacetoxyborohydride was added and stirred at room temperature for 12 hours. The reaction mixture was diluted with of ethyl acetate (30 ml), washed with H2O and brine, dried over Na2SO4, filtered and concentrated in vacuo. The residue was purified by column chromatogr... Reaction SMILES: [OH:1][C:2]1[CH:3]=[C:4]([S:8][CH2:9][C:10]([O:12][CH2:13][CH3:14])=[O:11])[CH:5]=[CH:6][CH:7]=1.Br[CH2:16][C:17]#[C:18][CH3:19]>>[CH2:13]([O:12][C:10](=[O:11])[CH2:9][S:8][C:4]1[CH:5]=[CH:6][CH:7]=[C:2]([O:1][CH2:16][C:17]#[C:18][CH3:19])[CH:3]=1)[CH3:14]. Procedure details: Ethyl{[3-(2-butynyloxy)phenyl]sulfanyl}acetate was prepared according to the general method as outlined in example 1 (step 2), starting from ethyl [(3-hydroxyphenyl)sulfanyl]acetate (3.87 g, 18.3 mmol) and 4-bromo-2-butyne (2.66 g, 20 mmol); 5.16 g yellow oil. Yield 100%; MS(EI): 264.1 (M+H)+ Starting materials: OC=1C=C(C=CC1)SCC(=O)OCC (ethyl [(3-hydroxyphenyl)sulfanyl]acetate), BrCC#CC (4-bromo-2-butyne), yellow oil. Product: C(C)OC(CSC1=CC(=CC=C1)OCC#CC)=O (Ethyl{[3-(2-butynyloxy)phenyl]sulfanyl}acetate). Isolated yield 100.0%.